From a dataset of the Open Reaction Database (ORD), a public repository of structured organic reaction records. describe an organic reaction: reactants, conditions, products, and yield Yields the product CC(C)(C)OC(=O)N1CCC(c2ccc(OCCCOc3ccccc3)cc2)C(O)C1. RXN SMILES: [CH3:22][S:23]([OH:24])(=[O:25])=[O:26].[O:27]([c:28]1[cH:29][cH:30][cH:31][cH:32][cH:33]1)[CH2:34][CH2:35][CH2:36][OH:37].[OH:1][CH:2]1[CH2:3][N:4]([C:15](=[O:16])[O:17][C:18]([CH3:19])([CH3:20])[CH3:21])[CH2:5][CH2:6][CH:7]1[c:8]1[cH:9][cH:10][c:11]([OH:14])[cH:12][cH:13]1>>[OH:1][CH:2]1[CH2:3][N:4]([C:15](=[O:16])[O:17][C:18]([CH3:19])([CH3:20])[CH3:21])[CH2:5][CH2:6][CH:7]1[c:8]1[cH:9][cH:10][c:11]([O:14][CH2:36][CH2:35][CH2:34][O:27][c:28]2[cH:29][cH:30][cH:31][cH:32][cH:33]2)[cH:12][cH:13]1. The reactants are CS(=O)(=O)O, OCCCOc1ccccc1, CC(C)(C)OC(=O)N1CCC(c2ccc(O)cc2)C(O)C1. Starting materials: O1CCOC2=C1C=CC=C2N2CCN(CC2)[C@@H]2[C@@H](C1=CC(=CC=C1C2)OC)O (Cis-2-[4-(2,3-dihydro[1,4]benzodioxin-5-yl)piperazin-1-yl]-6-methoxyindan-1-ol), COC=1C=C2CCC(C2=CC1)=O (5-methoxyindan-1-one). The product is O1CCOC2=C1C=CC=C2N2CCN(CC2)[C@@H]2[C@@H](C1=CC=C(C=C1C2)OC)O (Cis-2-[4-(2,3-dihydro[1,4]benzodioxin-5-yl)piperazin-1-yl]-5-methoxyindan-1-ol). RXN SMILES: [O:1]1[C:6]2[CH:7]=[CH:8][CH:9]=[C:10]([N:11]3[CH2:16][CH2:15][N:14]([C@H:17]4[CH2:25][C:24]5[C:19](=[CH:20][C:21]([O:26][CH3:27])=[CH:22][CH:23]=5)[C@H:18]4O)[CH2:13][CH2:12]3)[C:5]=2[O:4][CH2:3][CH2:2]1.C[O:30]C1C=C2C(=CC=1)C(=O)CC2>>[O:1]1[C:6]2[CH:7]=[CH:8][CH:9]=[C:10]([N:11]3[CH2:12][CH2:13][N:14]([C@H:17]4[CH2:18][C:19]5[C:24](=[CH:23][CH:22]=[C:21]([O:26][CH3:27])[CH:20]=5)[C@H:25]4[OH:30])[CH2:15][CH2:16]3)[C:5]=2[O:4][CH2:3][CH2:2]1. Procedure: Prepared in the same manner as the compound of Example 1, but using 5-methoxyindan-1-one instead of 6-methoxyindan-1-one in Step 1. Reactants: C([O-])([O-])=O.[K+].[K+] (potassium carbonate), C(C)C(CN)CCCC (2-ethyl-n-hexylamine), C1=C(C=CC2=CC=CC=C12)OCCCCCl (4-(2-naphthyloxy)-1-chlorobutane). Run in CS(=O)C (DMSO), O (water). Run at temperature 140 celsius. The product is C(C)C(CNCCCCOC1=CC2=CC=CC=C2C=C1)CCCC (N-(2-ethyl-n-hexyl)-(4-(naphthalen-2-yloxy)butyl)amine). RXN SMILES: C(=O)([O-])[O-].[K+].[K+].[CH2:7]([CH:9]([CH2:12][CH2:13][CH2:14][CH3:15])[CH2:10][NH2:11])[CH3:8].[CH:16]1[C:25]2[C:20](=[CH:21][CH:22]=[CH:23][CH:24]=2)[CH:19]=[CH:18][C:17]=1[O:26][CH2:27][CH2:28][CH2:29][CH2:30]Cl>CS(C)=O.O>[CH2:7]([CH:9]([CH2:12][CH2:13][CH2:14][CH3:15])[CH2:10][NH:11][CH2:30][CH2:29][CH2:28][CH2:27][O:26][C:17]1[CH:18]=[CH:19][C:20]2[C:25](=[CH:24][CH:23]=[CH:22][CH:21]=2)[CH:16]=1)[CH3:8] |f:0.1.2|. Reported procedure: A mixture of anhydrous potassium carbonate (10 gm, in excess) and 2-ethyl-n-hexylamine (0.33 ml, 0.003 mole) was taken in dry DMSO (40 ml). Now 4-(2-naphthyloxy)-1-chlorobutane (0.5 gm, 0.002 mole) was added in it. Reaction mixture was refluxed at 140° C. for 7 hrs and the reaction was completed as checked by TLC. Reaction mixture was poured in distilled water (60 ml) and extracted with ethyl acetate thrice. The organic layer was separated and concentrated to get oily compound which was later cr... Reactants: FC(C=1C=C(CN(CC2=C(C=CC(=C2)C(F)(F)F)C(C(C)C)N2CCOCC2)C2=NC=C(N=C2)Br)C=C(C1)C(F)(F)F)(F)F ((3,5-Bis-trifluoromethyl-benzyl)-(5-bromo-pyrazin-2-yl)-[2-(2-methyl-1-morpholin-4-yl-propyl)-5-trifluoromethyl-benzyl]-amine), N1CCOCC1 (morpholine), C=1C=CC(=CC1)P(C=2C=CC=CC2)C3=CC=C4C=CC=CC4=C3C5=C6C=CC=CC6=CC=C5P(C=7C=CC=CC7)C=8C=CC=CC8 (BINAP), CC(C)([O-])C.[Na+] (sodium t-butoxide). Reagents/catalysts: C=1C=CC(=CC1)/C=C/C(=O)/C=C/C2=CC=CC=C2.C=1C=CC(=CC1)/C=C/C(=O)/C=C/C2=CC=CC=C2.C=1C=CC(=CC1)/C=C/C(=O)/C=C/C2=CC=CC=C2.[Pd].[Pd] (tris(dibenzylideneacetone)dipalladium). The solvent is C1(=CC=CC=C1)C (toluene), C(C)(=O)OCC (ethyl acetate). Conditions: temperature 80 celsius. Yields the product FC(C=1C=C(CN(C2=NC=C(N=C2)N2CCOCC2)CC2=C(C=CC(=C2)C(F)(F)F)C(C(C)C)N2CCOCC2)C=C(C1)C(F)(F)F)(F)F ((3,5-Bis-trifluoromethyl-benzyl)-[2-(2-methyl-1-morpholin-4-yl-propyl)-5-trifluoromethyl-benzyl]-(5-morpholin-4-yl-pyrazin-2-yl)-amine). The yield is 100.0%. As a reaction SMILES: [F:1][C:2]([F:44])([F:43])[C:3]1[CH:4]=[C:5]([CH:36]=[C:37]([C:39]([F:42])([F:41])[F:40])[CH:38]=1)[CH2:6][N:7]([C:29]1[CH:34]=[N:33][C:32](Br)=[CH:31][N:30]=1)[CH2:8][C:9]1[CH:14]=[C:13]([C:15]([F:18])([F:17])[F:16])[CH:12]=[CH:11][C:10]=1[CH:19]([N:23]1[CH2:28][CH2:27][O:26][CH2:25][CH2:24]1)[CH:20]([CH3:22])[CH3:21].[NH:45]1[CH2:50][CH2:49][O:48][CH2:47][CH2:46]1.C1C=CC(P(C2C(C3C(P(C4C=CC=CC=4)C4C=CC=CC=4)=CC=C4C=3C=CC=C4)=C3C(C=CC=C3)=CC=2)C2C=CC=CC=2)=CC=1.CC(C)([O-])C.[Na+]>C1(C)C=CC=CC=1.C(OCC)(=O)C.C1C=CC(/C=C/C(/C=C/C2C=CC=CC=2)=O)=CC=1.C1C=CC(/C=C/C(/C=C/C2C=CC=CC=2)=O)=CC=1.C1C=CC(/C=C/C(/C=C/C2C=CC=CC=2)=O)=CC=1.[Pd].[Pd]>[F:1][C:2]([F:44])([F:43])[C:3]1[CH:4]=[C:5]([CH:36]=[C:37]([C:39]([F:42])([F:41])[F:40])[CH:38]=1)[CH2:6][N:7]([CH2:8][C:9]1[CH:14]=[C:13]([C:15]([F:18])([F:17])[F:16])[CH:12]=[CH:11][C:10]=1[CH:19]([N:23]1[CH2:28][CH2:27][O:26][CH2:25][CH2:24]1)[CH:20]([CH3:22])[CH3:21])[C:29]1[CH:34]=[N:33][C:32]([N:45]2[CH2:50][CH2:49][O:48][CH2:47][CH2:46]2)=[CH:31][N:30]=1 |f:3.4,7.8.9.10.11|. Reported procedure: To a solution of (3,5-Bis-trifluoromethyl-benzyl)-(5-bromo-pyrazin-2-yl)-[2-(2-methyl-1-morpholin-4-yl-propyl)-5-trifluoromethyl-benzyl]-amine (28 mg, 0.040 mmol) in toluene (0.5 mL) was added morpholine (0.01, 0.048 mmol), BINAP (5 mg, 0.004 mmol), sodium t-butoxide (6 mg, 0.056 mmol), and tris(dibenzylideneacetone)dipalladium (4 mg, 0.002 mmol). The mixture was heated at 80° C. overnight. The reaction mixture was cooled to room temperature, diluted with ethyl acetate and filtered over a pad of... Reactants: [Ba+2], O=C([O-])[O-], O=C([O-])[O-], CO, [H][H], CCn1c(-c2cccc(F)c2)nc2c(N)nc(C#CC(C)(C)O)nc21, [Pd+2], c1ccc2ncccc2c1. The product is CCn1c(-c2cccc(F)c2)nc2c(N)nc(C=CC(C)(C)O)nc21. RXN SMILES: [Ba+2:44].[C:40](=[O:41])([O-:42])[O-:43].[C:46](=[O:47])([O-:48])[O-:49].[CH3:38][OH:39].[H:36][H:37].[NH2:1][c:2]1[c:3]2[n:4][c:5](-[c:19]3[cH:20][c:21]([F:25])[cH:22][cH:23][cH:24]3)[n:6]([CH2:17][CH3:18])[c:7]2[n:8][c:9]([C:11]#[C:12][C:13]([CH3:14])([OH:15])[CH3:16])[n:10]1.[Pd+2:45].[cH:26]1[cH:27][c:28]2[c:29]([n:30][cH:31][cH:32][cH:33]2)[cH:34][cH:35]1>>[NH2:1][c:2]1[c:3]2[n:4][c:5](-[c:19]3[cH:20][c:21]([F:25])[cH:22][cH:23][cH:24]3)[n:6]([CH2:17][CH3:18])[c:7]2[n:8][c:9]([CH:11]=[CH:12][C:13]([CH3:14])([OH:15])[CH3:16])[n:10]1. Starting materials: CO, Cl, [N-]=[N+]=NCC(=O)c1ccc2[nH]c(=O)[nH]c2c1. The product is Cl, NCC(=O)c1ccc2[nH]c(=O)[nH]c2c1. Reaction SMILES: [CH3:18][OH:19].[ClH:17].[N:1](=[N+:2]=[N-:3])[CH2:4][C:5](=[O:6])[c:7]1[cH:8][cH:9][c:10]2[c:11]([nH:12][c:13](=[O:15])[nH:14]2)[cH:16]1>>[ClH:17].[NH2:1][CH2:4][C:5](=[O:6])[c:7]1[cH:8][cH:9][c:10]2[c:11]([nH:12][c:13](=[O:15])[nH:14]2)[cH:16]1. Reactants: OC1=CC=C(O[C@H]2C(NCC2)=O)C=C1 ((R)-3-(4-hydroxy-phenoxy)-pyrrolidin-2-one), C1(CC1)CCO (2-cyclopropyl-ethanol). Yields the product C1(CC1)CCOC1=CC=C(O[C@H]2C(NCC2)=O)C=C1 ((R)-3-[4-(2-Cyclopropyl-ethoxy)-phenoxy]-pyrrolidin-2-one). As a reaction SMILES: [OH:1][C:2]1[CH:14]=[CH:13][C:5]([O:6][C@@H:7]2[CH2:11][CH2:10][NH:9][C:8]2=[O:12])=[CH:4][CH:3]=1.[CH:15]1([CH2:18][CH2:19]O)[CH2:17][CH2:16]1>>[CH:15]1([CH2:18][CH2:19][O:1][C:2]2[CH:14]=[CH:13][C:5]([O:6][C@@H:7]3[CH2:11][CH2:10][NH:9][C:8]3=[O:12])=[CH:4][CH:3]=2)[CH2:17][CH2:16]1. Procedure: Typical Procedure 3 was followed. Reaction of (R)-3-(4-hydroxy-phenoxy)-pyrrolidin-2-one with 2-cyclopropyl-ethanol provided the title compound. MS ESI+: m/z=262 [M+H]+. Reactants: CCO, [Li+], [OH-], O, O, CCOC(=O)c1cc(CO)cc(C(=O)OCC)c1. Product: CCOC(=O)c1cc(CO)cc(C(=O)O)c1. As a reaction SMILES: [CH3:23][CH2:24][OH:25].[Li+:22].[OH-:21].[OH2:19].[OH2:20].[OH:1][CH2:2][c:3]1[cH:4][c:5]([C:14](=[O:15])[O:16][CH2:17][CH3:18])[cH:6][c:7]([C:8](=[O:9])[O:10][CH2:11][CH3:12])[cH:13]1>>[OH:1][CH2:2][c:3]1[cH:4][c:5]([C:14](=[O:15])[OH:16])[cH:6][c:7]([C:8](=[O:9])[O:10][CH2:11][CH3:12])[cH:13]1. Reactants: COC(=O)C(Cc1ccc2nc(C)n(S(=O)(=O)CC[Si](C)(C)C)c2c1)NC(=O)OCc1ccccc1, COC(=O)C(Cc1ccc2c(c1)nc(C)n2S(=O)(=O)CC[Si](C)(C)C)NC(=O)OCc1ccccc1, CO, [H][H]. Product: COC(=O)C(N)Cc1ccc2nc(C)n(S(=O)(=O)CC[Si](C)(C)C)c2c1. As a reaction SMILES: [CH3:1][O:2][C:3]([CH:4]([CH2:5][c:6]1[cH:7][c:8]2[c:9]([n:10][c:11]([CH3:22])[n:12]2[S:13](=[O:14])(=[O:15])[CH2:16][CH2:17][Si:18]([CH3:19])([CH3:20])[CH3:21])[cH:23][cH:24]1)[NH:25][C:26]([O:27][CH2:28][c:29]1[cH:30][cH:31][cH:32][cH:33][cH:34]1)=[O:35])=[O:36].[CH3:37][O:38][C:39](=[O:40])[CH:41]([NH:42][C:43]([O:44][CH2:45][c:46]1[cH:47][cH:48][cH:49][cH:50][cH:51]1)=[O:52])[CH2:53][c:54]1[cH:55][cH:56][c:57]2[n:58]([S:59]([CH2:60][CH2:61][Si:62]([CH3:63])([CH3:64])[CH3:65])(=[O:66])=[O:67])[c:68]([CH3:69])[n:70][c:71]2[cH:72]1.[CH3:75][OH:76].[H:73][H:74]>>[CH3:1][O:2][C:3]([CH:4]([CH2:5][c:6]1[cH:7][c:8]2[c:9]([n:10][c:11]([CH3:22])[n:12]2[S:13](=[O:14])(=[O:15])[CH2:16][CH2:17][Si:18]([CH3:19])([CH3:20])[CH3:21])[cH:23][cH:24]1)[NH2:25])=[O:36]. Procedure: (2S)-2,3-Dimethylbutyl-p-tolylsulfoxide (4) (52 mg, 0.2 mmol) was dissolved in 1.0 mL of anhydrous dichloromethane and 60 mg (0.3 mmol) of 3-chloroperoxybenzoic acid (80-85%, Sigma) added with stirring. The reaction mixture was stirred for 2 h and quenched with 10% sodium bicarbonate. More dichloromethane was added and the combined organic extracts were washed with aqueous sodium sulfite and brine and dried with MgSO4. The solvent was removed in vacuo and the crude sulfone was purified by silica... Reaction SMILES: [CH3:1][C@H:2]([CH:26]([CH3:28])[CH3:27])[CH2:3][C:4]1[CH:9]=[C:8]([S:10]([C:12]2[CH:17]=[CH:16][C:15]([CH3:18])=[C:14]([CH2:19][C@H:20]([CH3:24])[CH:21]([CH3:23])[CH3:22])[CH:13]=2)=[O:11])[CH:7]=[CH:6][C:5]=1[CH3:25].ClC1C=C(C=CC=1)C(OO)=[O:34]>ClCCl>[CH3:1][C@H:2]([CH:26]([CH3:28])[CH3:27])[CH2:3][C:4]1[CH:9]=[C:8]([S:10]([C:12]2[CH:17]=[CH:16][C:15]([CH3:18])=[C:14]([CH2:19][C@H:20]([CH3:24])[CH:21]([CH3:22])[CH3:23])[CH:13]=2)(=[O:34])=[O:11])[CH:7]=[CH:6][C:5]=1[CH3:25]. The solvent is ClCCl (dichloromethane). Yields the product C[C@@H](CC1=C(C=CC(=C1)S(=O)(=O)C1=CC(=C(C=C1)C)C[C@@H](C(C)C)C)C)C(C)C ((2S)-2,3-Dimethylbutyl-p-tolylsulfone). Reactants: C[C@@H](CC1=C(C=CC(=C1)S(=O)C1=CC(=C(C=C1)C)C[C@@H](C(C)C)C)C)C(C)C ((2S)-2,3-Dimethylbutyl-p-tolylsulfoxide), ClC=1C=C(C(=O)OO)C=CC1 (3-chloroperoxybenzoic acid).